From a dataset of the Open Reaction Database (ORD), a public repository of structured organic reaction records. describe an organic reaction: reactants, conditions, products, and yield Starting materials: N (ammonia), CC(CC(=O)Cl)CC\C=C(\CC\C=C(\CCC=C(C)C)/C)/C ((E,E)-3,7,11,15-tetramethyl-6,10,14-hexadecatrienoic acid chloride). Run in O1CCCC1 (tetrahydrofuran). Conditions: time 30 minute. Yields the product CC(CC(=O)N)CC\C=C(\CC\C=C(\CCC=C(C)C)/C)/C ((E,E)-3,7,11,15-tetramethyl-6,10,14-hexadecatrienamide). Yield: 62.7%. Reaction SMILES: [NH3:1].[CH3:2][CH:3]([CH2:8][CH2:9]/[CH:10]=[C:11](\[CH3:23])/[CH2:12][CH2:13]/[CH:14]=[C:15](\[CH3:22])/[CH2:16][CH2:17][CH:18]=[C:19]([CH3:21])[CH3:20])[CH2:4][C:5](Cl)=[O:6]>O1CCCC1>[CH3:2][CH:3]([CH2:8][CH2:9]/[CH:10]=[C:11](\[CH3:23])/[CH2:12][CH2:13]/[CH:14]=[C:15](\[CH3:22])/[CH2:16][CH2:17][CH:18]=[C:19]([CH3:21])[CH3:20])[CH2:4][C:5]([NH2:1])=[O:6]. Procedure: To 100 ml of a tetrahydrofuran solution containing 1 g of ammonia, 9.5 g of the compound obtained in step (d) above was added dropwise at 0° to 5° C., and the mixture was stirred at room temperature for 30 minutes. The liquid reaction mixture was extracted with n-hexane, and the extract was washed with water and dried. The solvent was removed by distillation and the obtained oily substance was purified by column chromatography using silica gel to obtain 5.6 g of the intended compound in the form... The reactants are COc1cc(F)ccc1C(=O)CBr, CN(C)C=O, CCOC(C)=O, N#Cc1ccccc1-c1ccc(Cn2c(=O)[nH]c(=O)c3cc(C4CC4)sc32)c(F)c1, [H-], [Na+]. The product is COc1cc(F)ccc1C(=O)Cn1c(=O)c2cc(C3CC3)sc2n(Cc2ccc(-c3ccccc3C#N)cc2F)c1=O. RXN SMILES: [Br:31][CH2:32][C:33](=[O:34])[c:35]1[c:36]([O:42][CH3:43])[cH:37][c:38]([F:41])[cH:39][cH:40]1.[CH3:44][N:45]([CH3:46])[CH:47]=[O:48].[CH3:51][CH2:52][O:53][C:54](=[O:55])[CH3:56].[CH:1]1([c:4]2[cH:5][c:6]3[c:7]([n:8]([CH2:14][c:15]4[c:16]([F:29])[cH:17][c:18](-[c:21]5[c:22]([C:27]#[N:28])[cH:23][cH:24][cH:25][cH:26]5)[cH:19][cH:20]4)[c:9](=[O:13])[nH:10][c:11]3=[O:12])[s:30]2)[CH2:2][CH2:3]1.[H-:49].[Na+:50]>>[CH:1]1([c:4]2[cH:5][c:6]3[c:7]([n:8]([CH2:14][c:15]4[c:16]([F:29])[cH:17][c:18](-[c:21]5[c:22]([C:27]#[N:28])[cH:23][cH:24][cH:25][cH:26]5)[cH:19][cH:20]4)[c:9](=[O:13])[n:10]([CH2:32][C:33](=[O:34])[c:35]4[c:36]([O:42][CH3:43])[cH:37][c:38]([F:41])[cH:39][cH:40]4)[c:11]3=[O:12])[s:30]2)[CH2:2][CH2:3]1. Starting materials: Cl.Cl.NC1=CC(=C(C(=O)NCC2CCNCC2)C=C1Cl)OC (4-Amino-5-chloro-2-methoxy-N-(piperidin-4-ylmethyl)benzamide dihydrochloride), C([O-])([O-])=O.[K+].[K+] (potassium carbonate), C(C1=CC=CC=C1)OCCCBr (3-benzyloxypropyl bromide). The product is NC1=CC(=C(C(=O)NCC2CCN(CC2)CCCOCC2=CC=CC=C2)C=C1Cl)OC (4-amino-N-((1-(3-benzyloxypropyl)piperidin-4-yl)methyl)-5-chloro-2-methoxybenzamide). The yield is 98.4%. RXN SMILES: Cl.Cl.[NH2:3][C:4]1[C:19]([Cl:20])=[CH:18][C:7]([C:8]([NH:10][CH2:11][CH:12]2[CH2:17][CH2:16][NH:15][CH2:14][CH2:13]2)=[O:9])=[C:6]([O:21][CH3:22])[CH:5]=1.C(=O)([O-])[O-].[K+].[K+].[CH2:29]([O:36][CH2:37][CH2:38][CH2:39]Br)[C:30]1[CH:35]=[CH:34][CH:33]=[CH:32][CH:31]=1>>[NH2:3][C:4]1[C:19]([Cl:20])=[CH:18][C:7]([C:8]([NH:10][CH2:11][CH:12]2[CH2:13][CH2:14][N:15]([CH2:39][CH2:38][CH2:37][O:36][CH2:29][C:30]3[CH:35]=[CH:34][CH:33]=[CH:32][CH:31]=3)[CH2:16][CH2:17]2)=[O:9])=[C:6]([O:21][CH3:22])[CH:5]=1 |f:0.1.2,3.4.5|. Procedure: 4-Amino-5-chloro-2-methoxy-N-(piperidin-4-ylmethyl)benzamide dihydrochloride (6 g) as a starting compound, potassium carbonate (10.1 g) and 3-benzyloxypropyl bromide (4.45 g) were reacted and treated in the same manner as in Example 199 to give 7.1 g of 4-amino-N-((1-(3-benzyloxypropyl)piperidin-4-yl)methyl)-5-chloro-2-methoxybenzamide, m.p. 82°-83° C. Starting materials: BrC1=CC=C(C=C1)NC(CCl)=O (N-(4-bromophenyl)-2-chloro-acetamide), C(=O)([O-])[O-].[K+].[K+] (K2CO3), C(C)C1(C(NC(N1)=O)=O)C(C)C (5-Ethyl-5-(1-methylethyl)-2,4-imidazolidinedione). Solvent: CC(=O)C (acetone). Product: BrC1=CC=C(C=C1)NC(CN1C(NC(C1=O)(C(C)C)CC)=O)=O (N-(4-bromophenyl)-2-(4-ethyl-4-isopropyl-2,5-dioxoimidazolidin-1-yl)acetamide). As a reaction SMILES: [CH2:1]([C:3]1([CH:10]([CH3:12])[CH3:11])[NH:7][C:6](=[O:8])[NH:5][C:4]1=[O:9])[CH3:2].[Br:13][C:14]1[CH:19]=[CH:18][C:17]([NH:20][C:21](=[O:24])[CH2:22]Cl)=[CH:16][CH:15]=1.C([O-])([O-])=O.[K+].[K+]>CC(C)=O>[Br:13][C:14]1[CH:15]=[CH:16][C:17]([NH:20][C:21](=[O:24])[CH2:22][N:5]2[C:4](=[O:9])[C:3]([CH2:1][CH3:2])([CH:10]([CH3:11])[CH3:12])[NH:7][C:6]2=[O:8])=[CH:18][CH:19]=1 |f:2.3.4|. Reported procedure: A mixture of 5-Ethyl-5-(1-methylethyl)-2,4-imidazolidinedione, (CAS #98492-91-2 (50 mg, 0.29 mmol), N-(4-bromophenyl)-2-chloro-acetamide (CAS #2564-02-5) (80 mg, 0.32 mmol), K2CO3 (48 mg, 0.35 mmol) in acetone was stirred at ambient temperature for 18 h. The mixture was extracted with EtOAc, the organic layer was washed with brine, dried over MgSO4, filtered and solvent removed. The crude product was purified by preparative TLC. The title compound was isolated as white solid. Starting materials: O=C([O-])[O-], CN(C)C=O, ClCC=Cc1ccc(Cl)cc1, [K+], [K+], Nc1cccnc1N, O. Product: Nc1ncccc1NCC=Cc1ccc(Cl)cc1. RXN SMILES: [C:20](=[O:21])([O-:22])[O-:23].[CH3:27][N:28]([CH3:29])[CH:30]=[O:31].[Cl:1][c:2]1[cH:3][cH:4][c:5]([CH:6]=[CH:7][CH2:8][Cl:9])[cH:10][cH:11]1.[K+:24].[K+:25].[NH2:12][c:13]1[n:14][cH:15][cH:16][cH:17][c:18]1[NH2:19].[OH2:26]>>[Cl:1][c:2]1[cH:3][cH:4][c:5]([CH:6]=[CH:7][CH2:8][NH:19][c:18]2[c:13]([NH2:12])[n:14][cH:15][cH:16][cH:17]2)[cH:10][cH:11]1. The solvent is xylenes. Procedure: To a suspension of 4-benzamido-3-hydroxybenzoic acid (2.15 g, 8.4 mmol) in xylenes (12 mL) was added p-TsOH (1.6 g, 8.4 mmol, 1.0 eq) at room temperature then the mixture was heated to 160° C. and stirred overnight. The solvent was removed under reduced pressure then the reaction was quenched with saturated aqueous NaHCO3 and biphasic mixture was extracted by CH2Cl2 (4×80 mL). The solvent was concentrated to give the title compound (2.0 g) which was used in the next step without further purifica... RXN SMILES: [C:1]([NH:9][C:10]1[CH:18]=[CH:17][C:13]([C:14]([OH:16])=[O:15])=[CH:12][C:11]=1[OH:19])(=O)[C:2]1[CH:7]=[CH:6][CH:5]=[CH:4][CH:3]=1.CC1C=CC(S(O)(=O)=O)=CC=1>>[C:2]1([C:1]2[O:19][C:11]3[CH:12]=[C:13]([C:14]([OH:16])=[O:15])[CH:17]=[CH:18][C:10]=3[N:9]=2)[CH:3]=[CH:4][CH:5]=[CH:6][CH:7]=1. The reactants are C(C1=CC=CC=C1)(=O)NC1=C(C=C(C(=O)O)C=C1)O (4-benzamido-3-hydroxybenzoic acid), CC=1C=CC(=CC1)S(=O)(=O)O (p-TsOH). The product is C1(=CC=CC=C1)C=1OC2=C(N1)C=CC(=C2)C(=O)O (2-phenylbenzo[d]oxazole-6-carboxylic acid). The yield is 99.5%. Run at temperature 160 celsius, time 8 hour. Starting materials: CN1C(=O)C[C@](C)(N/C/1=N/C(=O)OC(C)(C)C)c2cc(Br)cs2, Cc1cc(O)ccc1B2OC(C)(C)C(C)(C)O2. The reagents and catalysts are CCN=P(N=P(N(C)C)(N(C)C)N(C)C)(N(C)C)N(C)C (P2-Et), CC(C)c1cc(C(C)C)c(-c2ccccc2[PH](C(C)(C)C)(C(C)(C)C)[Pd]2(OS(C)(=O)=O)Nc3ccccc3-c3ccccc32)c(C(C)C)c1 (tBuXphos G3). The solvent is CS(C)=O (DMSO), O (water), CS(C)=O (DMSO), CS(C)=O (DMSO), CS(C)=O (DMSO). Run at time 22 hour. Yields the product CN1C(=O)C[C@](C)(N/C/1=N/C(=O)OC(C)(C)C)c2cc(cs2)c3ccc(O)cc3C, CN1C(=O)C[C@](C)(N/C/1=N/C(=O)OC(C)(C)C)c2cc(Br)cs2, c1ccc(-c2ccccc2)cc1.